From a dataset of the Open Reaction Database (ORD), a public repository of structured organic reaction records. describe an organic reaction: reactants, conditions, products, and yield The reactants are Cl.CNC (dimethylamine hydrochloride), C(Cl)Cl (DCM), [H-].[Na+] (NaH), BrCCCN1C2=CC=CC=C2C=2C=CC=CC12 (9-(3-bromopropyl)-9H-carbazole). The solvent is CN(C)C=O (DMF), CO (MeOH), CN(C)C=O (DMF). Run at time 4 hour. The product is C1=CC=CC=2C3=CC=CC=C3N(C12)CCCN(C)C (3-(9H-carbazol-9-yl)-N,N-dimethylpropan-1-amine). The yield is 84.2%. As a reaction SMILES: [H-].[Na+].Cl.[CH3:4][NH:5][CH3:6].Br[CH2:8][CH2:9][CH2:10][N:11]1[C:23]2[CH:22]=[CH:21][CH:20]=[CH:19][C:18]=2[C:17]2[C:12]1=[CH:13][CH:14]=[CH:15][CH:16]=2.C(Cl)Cl>CN(C=O)C.CO>[CH:22]1[C:23]2[N:11]([CH2:10][CH2:9][CH2:8][N:5]([CH3:6])[CH3:4])[C:12]3[C:17](=[CH:16][CH:15]=[CH:14][CH:13]=3)[C:18]=2[CH:19]=[CH:20][CH:21]=1 |f:0.1,2.3|. Reported procedure: A 250-mL round-bottomed flask was charged with NaH (5.6 g, 140.00 mmol, 4.00 equiv, 60%) in DMF (100 mL). To this was added dimethylamine hydrochloride (4.23 g, 52.22 mmol, 1.50 equiv) in DMF (50 mL) at room temperature. To this mixture 9-(3-bromopropyl)-9H-carbazole (10 g, 34.70 mmol, 1.00 equiv) was added and the resulting mixture was stirred at room temperature for 4 hours. The reaction progress was monitored by TLC (DCM:MeOH=10:1). Upon completion, the reaction was then quenched by the addit... Starting materials: CC(C)(C)c1ccc(S(=O)(=O)N(CC(=O)O)c2ccccc2C(N)=O)cc1, CCNCc1ccccc1. Product: CCN(Cc1ccccc1)C(=O)CN(c1ccccc1C(N)=O)S(=O)(=O)c1ccc(C(C)(C)C)cc1. As a reaction SMILES: [C:1]([CH3:2])([CH3:3])([CH3:4])[c:5]1[cH:6][cH:7][c:8]([S:11](=[O:12])(=[O:13])[N:14]([c:15]2[c:16]([C:21]([NH2:22])=[O:23])[cH:17][cH:18][cH:19][cH:20]2)[CH2:24][C:25](=[O:26])[OH:27])[cH:9][cH:10]1.[CH2:28]([c:29]1[cH:30][cH:31][cH:32][cH:33][cH:34]1)[NH:35][CH2:36][CH3:37]>>[C:1]([CH3:2])([CH3:3])([CH3:4])[c:5]1[cH:6][cH:7][c:8]([S:11](=[O:12])(=[O:13])[N:14]([c:15]2[c:16]([C:21]([NH2:22])=[O:23])[cH:17][cH:18][cH:19][cH:20]2)[CH2:24][C:25](=[O:26])[N:35]([CH2:28][c:29]2[cH:30][cH:31][cH:32][cH:33][cH:34]2)[CH2:36][CH3:37])[cH:9][cH:10]1. The reactants are C(C)OC([C@H](CC(CC)C)N1C(C=C(C1)OC1=C(C=CC=C1)Cl)=O)=O ((S)-2-[4-(2-chloro-phenoxy)-2-oxo-2,5-dihydro-pyrrol-1-yl]-4-methyl-hexanoic acid ethyl ester), [OH-].[Li+] (lithium hydroxide). Run in O1CCCC1 (tetrahydrofuran). Conditions: temperature 5 celsius, time 2 hour. Yields the product ClC1=C(OC2=CC(N(C2)[C@H](C(=O)O)CC(CC)C)=O)C=CC=C1 ((S)-2-[4-(2-chloro-phenoxy)-2-oxo-2,5-dihydro-pyrrol-1-yl]-4-methyl-hexanoic acid). Yield: 95.5%. Reaction SMILES: C([O:3][C:4](=[O:25])[C@@H:5]([N:11]1[CH2:15][C:14]([O:16][C:17]2[CH:22]=[CH:21][CH:20]=[CH:19][C:18]=2[Cl:23])=[CH:13][C:12]1=[O:24])[CH2:6][CH:7]([CH3:10])[CH2:8][CH3:9])C.[OH-].[Li+]>O1CCCC1>[Cl:23][C:18]1[CH:19]=[CH:20][CH:21]=[CH:22][C:17]=1[O:16][C:14]1[CH2:15][N:11]([C@@H:5]([CH2:6][CH:7]([CH3:10])[CH2:8][CH3:9])[C:4]([OH:25])=[O:3])[C:12](=[O:24])[CH:13]=1 |f:1.2|. Procedure details: A solution of (S)-2-[4-(2-chloro-phenoxy)-2-oxo-2,5-dihydro-pyrrol-1-yl]-4-methyl-hexanoic acid ethyl ester (0.95 g, 2.60 mmol) in tetrahydrofuran (15 mL) was treated with an aqueous 0.5N lithium hydroxide solution (10.4 mL) and stirred at 5° C. for 2 h. The mixture was concentrated in vacuo and the residue was dissolved in water (40 mL) and extracted with diethyl ether. The ether layer was discarded, and the aqueous layer was acidified with 1N aqueous hydrochloric acid (8 mL) and extracted with... The reactants are COC(CS(NC1=C(C=C(C=C1F)F)F)(=O)=O)=O (2-[N-(2,4,6-trifluorophenyl)sulfamoyl]-acetic acid methyl ester), [OH-].[Na+] (sodium hydroxide). Run in O1CCOCC1 (dioxane). Run at time 1 hour. The product is FC1=C(C(=CC(=C1)F)F)NS(=O)(=O)CC(=O)O (2-[N-(2,4,6 Trifluorophenyl)sulfamoyl]-acetic acid). RXN SMILES: C[O:2][C:3](=[O:18])[CH2:4][S:5](=[O:17])(=[O:16])[NH:6][C:7]1[C:12]([F:13])=[CH:11][C:10]([F:14])=[CH:9][C:8]=1[F:15].[OH-].[Na+]>O1CCOCC1>[F:15][C:8]1[CH:9]=[C:10]([F:14])[CH:11]=[C:12]([F:13])[C:7]=1[NH:6][S:5]([CH2:4][C:3]([OH:18])=[O:2])(=[O:17])=[O:16] |f:1.2|. Procedure: 1.37 g (4.8 mmol) of 2-[N-(2,4,6-trifluorophenyl)sulfamoyl]-acetic acid methyl ester is dissolved in 15 ml of dioxane, 7.5 ml of 2N sodium hydroxide solution is added and it is stirred for one hour at room temperature. The solution is then evaporated to dryness, the residue is dissolved in water, the solution is acidified with 2N hydrochloric acid and extracted twice with ethyl acetate. The ethyl acetate extract is dried on magnesium sulfate, filtered and evaporated to dryness. The residue is cr... Starting materials: ClC(Cl)(Br)C(Cl)(Cl)Br, [Li]CCCC, CN(C)S(=O)(=O)n1cccn1, CCCCCC, C1CCOC1, O. Yields the product CN(C)S(=O)(=O)n1nccc1Br. Reaction SMILES: [Br:17][C:18]([Cl:19])([Cl:20])[C:21]([Br:22])([Cl:23])[Cl:24].[CH2:12]([Li:13])[CH2:14][CH2:15][CH3:16].[CH3:1][N:2]([S:3](=[O:4])(=[O:5])[n:6]1[n:7][cH:8][cH:9][cH:10]1)[CH3:11].[CH3:26][CH2:27][CH2:28][CH2:29][CH2:30][CH3:31].[O:32]1[CH2:33][CH2:34][CH2:35][CH2:36]1.[OH2:25]>>[CH3:1][N:2]([S:3](=[O:4])(=[O:5])[n:6]1[n:7][cH:8][cH:9][c:10]1[Br:17])[CH3:11]. The reactants are C=1C=CC2=C(C1)N=NN2O (HOBt), CN1CC2(C1)OC1=CC=C(C=C1C(C2)=O)/C=C/C(=O)O ((E)-3-[1′-methyl-4-oxo-spiro(chromane-2,3′-azetidine)-6-yl]-acrylic acid), TEA, C(CCl)Cl (EDC), NOC1OCCCC1 (NH2OTHP). The solvent is C(Cl)Cl (DCM). Product: CN1CC2(C1)OC1=CC=C(C=C1C(C2)=O)/C=C/C(=O)NOC2OCCCC2 ((E)-3-[1′-methyl-4-oxo-spiro(chromane-2,3′-azetidine)-6-yl]-N-(tetrahydro-pyran-2-yloxy)-acrylamide). Yield: 70.8%. As a reaction SMILES: [CH3:1][N:2]1[CH2:5][C:4]2([CH2:14][C:13](=[O:15])[C:12]3[C:7](=[CH:8][CH:9]=[C:10](/[CH:16]=[CH:17]/[C:18](O)=[O:19])[CH:11]=3)[O:6]2)[CH2:3]1.C(Cl)CCl.C1C=CC2N(O)N=NC=2C=1.[NH2:35][O:36][CH:37]1[CH2:42][CH2:41][CH2:40][CH2:39][O:38]1>C(Cl)Cl>[CH3:1][N:2]1[CH2:3][C:4]2([CH2:14][C:13](=[O:15])[C:12]3[C:7](=[CH:8][CH:9]=[C:10](/[CH:16]=[CH:17]/[C:18]([NH:35][O:36][CH:37]4[CH2:42][CH2:41][CH2:40][CH2:39][O:38]4)=[O:19])[CH:11]=3)[O:6]2)[CH2:5]1. Procedure details: A suspension of (E)-3-[1′-methyl-4-oxo-spiro(chromane-2,3′-azetidine)-6-yl]-acrylic acid (400 mg, 1.29 mmol) in DCM (16 ml) was treated with TEA (0.30 ml, 2.2 mmol) and then with EDC (420 mg, 2.20 mmol), HOBt (297 mg, 2.20 mmol) and NH2OTHP (204 mg, 1.75 mmol) following the procedure described in Example 30, Step B, giving (E)-3-[1′-methyl-4-oxo-spiro(chromane-2,3′-azetidine)-6-yl]-N-(tetrahydro-pyran-2-yloxy)-acrylamide (340 mg) as a light yellow solid.